This data is from the Open Reaction Database (ORD), a public repository of structured organic reaction records. The task is: describe an organic reaction: reactants, conditions, products, and yield The reactants are CCc1cc(-c2nc(-c3cc(C)c(O)c(CC)c3)no2)cnc1CC, CC(C)O, OCC(O)CCl, [Na+], [OH-]. Product: CCc1cc(-c2nc(-c3cc(C)c(OCC(O)CO)c(CC)c3)no2)cnc1CC. RXN SMILES: [CH2:1]([CH3:2])[c:3]1[cH:4][c:5](-[c:11]2[n:12][c:13](-[c:16]3[cH:17][c:18]([CH2:24][CH3:25])[c:19]([OH:23])[c:20]([CH3:22])[cH:21]3)[n:14][o:15]2)[cH:6][n:7][c:8]1[CH2:9][CH3:10].[CH:32]([OH:33])([CH3:34])[CH3:35].[Cl:26][CH2:27][CH:28]([CH2:29][OH:30])[OH:31].[Na+:37].[OH-:36]>>[CH2:1]([CH3:2])[c:3]1[cH:4][c:5](-[c:11]2[n:12][c:13](-[c:16]3[cH:17][c:18]([CH2:24][CH3:25])[c:19]([O:23][CH2:27][CH:28]([CH2:29][OH:30])[OH:31])[c:20]([CH3:22])[cH:21]3)[n:14][o:15]2)[cH:6][n:7][c:8]1[CH2:9][CH3:10].